Dataset: the Open Reaction Database (ORD), a public repository of structured organic reaction records. Task: describe an organic reaction: reactants, conditions, products, and yield The reactants are ClC1=CC=C(C(=O)C2=CC=C(C=C2)Cl)C=C1 (4,4'-dichlorobenzophenone), O (water), COC(N1N=CC=C1)OC (1-(dimethoxymethyl)-pyrazole), solution, C(CCC)[Li] (n-butyllithium). Run in O1CCCC1 (tetrahydrofuran), CCCCCC (hexane). Run at time 48 hour. Product: ClC1=CC=C(C=C1)C(O)(C1=NNC=C1)C1=CC=C(C=C1)Cl (α,α-Bis(4-chlorophenyl)-1H-pyrazole-3-methanol). The yield is 29.8%. As a reaction SMILES: COC(OC)[N:4]1[CH:8]=[CH:7][CH:6]=[N:5]1.C([Li])CCC.[Cl:16][C:17]1[CH:31]=[CH:30][C:20]([C:21]([C:23]2[CH:28]=[CH:27][C:26]([Cl:29])=[CH:25][CH:24]=2)=[O:22])=[CH:19][CH:18]=1.O>O1CCCC1.CCCCCC>[Cl:16][C:17]1[CH:31]=[CH:30][C:20]([C:21]([C:23]2[CH:28]=[CH:27][C:26]([Cl:29])=[CH:25][CH:24]=2)([C:8]2[CH:7]=[CH:6][NH:5][N:4]=2)[OH:22])=[CH:19][CH:18]=1. Procedure: A solution of 14.2 g of 1-(dimethoxymethyl)-pyrazole in 125 ml of tetrahydrofuran at -40° C. was treated with 79 ml of a 1.27M solution of n-butyllithium in hexane under a nitrogen atmosphere. When this addition was complete, 25.2 g of 4,4'-dichlorobenzophenone were added. The reaction was stirred for 48 hours allowing the temperature to come to room temperature. The reaction mixture was added to 200 ml of water and the mixture was extracted with ethyl acetate. The extract was washed with water,... Yields the product C(C)OC(CCP(OCC)(=O)C)OCC (ethyl 3,3-diethoxypropylmethylphosphinate). Reaction conditions: temperature -10 celsius, time 20 minute. Starting materials: C(=O)C=C (acrolein), C(C)OC(CCP([O-])(=O)C)OCC (3,3-diethoxypropylmethylphosphinate), C1(O)=CC=C(O)C=C1 (hydroquinone), CP(OCC)OCC (diethyl methylphosphonite). As a reaction SMILES: C(C=C)=O.C1(C=CC(O)=CC=1)O.[CH3:13][P:14]([O:18][CH2:19][CH3:20])[O:15]CC.[CH2:21]([O:23][CH:24]([O:31][CH2:32][CH3:33])[CH2:25][CH2:26]P(C)(=O)[O-])[CH3:22]>C(O)C>[CH2:21]([O:23][CH:24]([O:31][CH2:32][CH3:33])[CH2:25][CH2:26][P:14]([CH3:13])(=[O:15])[O:18][CH2:19][CH3:20])[CH3:22]. Solvent: C(C)O (ethyl alcohol). Procedure details: Into a 100 ml. red flask was introduced 12.5 g. of acrolein, and 15 mg. of hydroquinone and 45 ml. of anhydrous ethyl alcohol were added thereto. The resulting mixture was stirred at -10° C. in a stream of nitrogen and then 13.6 g. of diethyl methylphosphonite was added dropwise thereto over 20 minutes. After stirring further for 30 minutes at the same temperature, the mixture was stirred for 2 hours at 0° C. and subsequently for 4 hours at room temperature, followed by further reaction at 70° C... Starting materials: [BH4-], N#CC1CC2(c3ccccc3)C(=O)CCC1N2Cc1ccccc1, C1CCOC1, CO, [Na+]. The product is N#CC1CC2(c3ccccc3)C(O)CCC1N2Cc1ccccc1. As a reaction SMILES: [BH4-:27].[CH2:1]([c:2]1[cH:3][cH:4][cH:5][cH:6][cH:7]1)[N:8]1[C:9]2([c:19]3[cH:20][cH:21][cH:22][cH:23][cH:24]3)[C:10](=[O:18])[CH2:11][CH2:12][CH:13]1[CH:14]([C:16]#[N:17])[CH2:15]2.[CH2:29]1[O:30][CH2:31][CH2:32][CH2:33]1.[CH3:25][OH:26].[Na+:28]>>[CH2:1]([c:2]1[cH:3][cH:4][cH:5][cH:6][cH:7]1)[N:8]1[C:9]2([c:19]3[cH:20][cH:21][cH:22][cH:23][cH:24]3)[CH:10]([OH:18])[CH2:11][CH2:12][CH:13]1[CH:14]([C:16]#[N:17])[CH2:15]2. The reactants are N1=C(C=CC=C1)CC(=O)OC (methyl 2-pyridylacetate), NC1=CC=C(CC#N)C=C1 (4-aminobenzyl cyanide). Solvent: C=1(C(=CC=CC1)C)C (xylene). The product is C(#N)CC1=CC=C(NC(CC2=NC=CC=C2)=O)C=C1 (4′-cyanomethyl-2-(2-pyridyl)acetanilide). Isolated yield 66.4%. Reaction SMILES: [N:1]1[CH:6]=[CH:5][CH:4]=[CH:3][C:2]=1[CH2:7][C:8]([O:10]C)=O.[NH2:12][C:13]1[CH:21]=[CH:20][C:16]([CH2:17][C:18]#[N:19])=[CH:15][CH:14]=1>C1(C)C(C)=CC=CC=1>[C:18]([CH2:17][C:16]1[CH:20]=[CH:21][C:13]([NH:12][C:8](=[O:10])[CH2:7][C:2]2[CH:3]=[CH:4][CH:5]=[CH:6][N:1]=2)=[CH:14][CH:15]=1)#[N:19]. Reported procedure: A reaction mixture of 5.12 g of methyl 2-pyridylacetate, 5.14 g of 4-aminobenzyl cyanide and 50 ml of xylene was heated to reflux for 24 hours. An appropriate amount of the solvent was evaporated, diethyl ether was added to the residue, and the resulting crystals were taken by filtration to give 5.65 g of 4′-cyanomethyl-2-(2-pyridyl)acetanilide. The reactants are C1CCOC1, Nc1ccc(C(=O)O)cn1. The product is Nc1ccc(CO)cn1. RXN SMILES: [CH2:11]1[O:12][CH2:13][CH2:14][CH2:15]1.[NH2:1][c:2]1[n:3][cH:4][c:5]([C:6](=[O:7])[OH:8])[cH:9][cH:10]1>>[NH2:1][c:2]1[n:3][cH:4][c:5]([CH2:6][OH:7])[cH:9][cH:10]1. Solvent: C(Cl)(Cl)Cl (chloroform). Starting materials: CC1(C(C1C=CC(=O)OC1CCC1)C(=O)O)C (2,2-dimethyl-3-(3-cyclobutoxy-3-oxo-1-propenyl)-cyclopropane-carboxylic acid), O(C1=CC=CC=C1)C=1C=C(CO)C=CC1 (m-phenoxy-benzyl alcohol). Procedure: Using the procedure of Example 9, (1R, cis, ΔZ) 2,2-dimethyl-3-(3-isopropoxy-3-oxo-1-propenyl)-cyclopropane-carboxylic acid and m-phenoxy-benzyl alcohol were reacted to obtain m-phenoxy-benzyl (1R, cis, ΔZ) 2,2-dimethyl-3-(3-isopropoxy-3-oxo-1-propenyl)-cyclopropane-carboxylate with a specific rotation of [α]D20 =+42° C.±2° (c=0.5% in chloroform). Reaction SMILES: [CH3:1][C:2]1([CH3:17])[CH:4]([CH:5]=[CH:6][C:7]([O:9][CH:10]2[CH2:13][CH2:12][CH2:11]2)=[O:8])[CH:3]1[C:14]([OH:16])=[O:15].O(C1C=C(C=CC=1)CO)C1C=CC=CC=1>C(Cl)(Cl)Cl>[CH3:1][C:2]1([CH3:17])[CH:4]([CH:5]=[CH:6][C:7]([O:9][CH:10]2[CH2:11][CH2:12][CH2:13]2)=[O:8])[CH:3]1[C:14]([OH:16])=[O:15].[CH3:17][C:2]1([CH3:1])[CH:4]([CH:5]=[CH:6][C:7]([O:9][CH:10]([CH3:13])[CH3:11])=[O:8])[CH:3]1[C:14]([O-:16])=[O:15]. Product: CC1(C(C1C=CC(=O)OC1CCC1)C(=O)O)C (2,2-dimethyl-3-(3-cyclobutoxy-3-oxo-1-propenyl)-cyclopropane-carboxylic acid), CC1(C(C1C=CC(=O)OC(C)C)C(=O)[O-])C (2,2-dimethyl-3-(3-isopropoxy-3-oxo-1-propenyl)-cyclopropane-carboxylate). The reactants are ClC1=NC=CC=C1N (2-chloro-3-aminopyridine), [S-]C#N.[K+] (potassium thiocyanate), Cl (hydrochloric acid). Solvent: C(C)O (ethanol). Product: NC=1SC2=NC=CC=C2N1 (2-aminothiazolo[5,4-b]pyridine). RXN SMILES: Cl[C:2]1[C:7]([NH2:8])=[CH:6][CH:5]=[CH:4][N:3]=1.[S-:9][C:10]#[N:11].[K+].Cl>C(O)C>[NH2:11][C:10]1[S:9][C:2]2[C:7]([N:8]=1)=[CH:6][CH:5]=[CH:4][N:3]=2 |f:1.2|. Procedure: The method described in J. Het. Chem., 14(1), 129(1977) was followed to react 2-chloro-3-aminopyridine with potassium thiocyanate and hydrochloric acid in ethanol to produce 45.3 g of 2-aminothiazolo[5,4-b]pyridine. M+Theory 151; Found 151. Yields the product CSc1ncc2c(=O)[nH]n(-c3cccc(-n4ccccc4=O)n3)c2n1. Reaction SMILES: [CH2:10]([CH:11]=[CH2:12])[n:13]1[n:14](-[c:25]2[cH:26][cH:27][cH:28][c:29](-[n:31]3[c:32](=[O:37])[cH:33][cH:34][cH:35][cH:36]3)[n:30]2)[c:15]2[n:16][c:17]([S:23][CH3:24])[n:18][cH:19][c:20]2[c:21]1=[O:22].[CH:1]([O-:2])=[O:3].[CH:38]([Cl:39])([Cl:40])[Cl:41].[NH4+:4].[O:5]1[CH2:6][CH2:7][CH2:8][CH2:9]1>>[nH:13]1[n:14](-[c:25]2[cH:26][cH:27][cH:28][c:29](-[n:31]3[c:32](=[O:37])[cH:33][cH:34][cH:35][cH:36]3)[n:30]2)[c:15]2[n:16][c:17]([S:23][CH3:24])[n:18][cH:19][c:20]2[c:21]1=[O:22]. The reactants are C=CCn1c(=O)c2cnc(SC)nc2n1-c1cccc(-n2ccccc2=O)n1, O=C[O-], ClC(Cl)Cl, [NH4+], C1CCOC1. RXN SMILES: [CH3:43][CH2:44][OH:45].[Cl:1][c:2]1[cH:3][cH:4][cH:5][c:6]2[n:7]1[cH:8][c:9]([CH2:11][O:12][c:13]1[cH:14][cH:15][c:16]([CH2:17][n:18]3[n:19][c:20]([O:30][CH2:31][CH3:32])[c:21]([CH2:23][CH2:24][C:25](=[O:26])[O:27][CH2:28][CH3:29])[cH:22]3)[cH:33][cH:34]1)[n:10]2.[ClH:42].[Na+:36].[O:37]1[CH2:38][CH2:39][CH2:40][CH2:41]1.[OH-:35]>>[Cl:1][c:2]1[cH:3][cH:4][cH:5][c:6]2[n:7]1[cH:8][c:9]([CH2:11][O:12][c:13]1[cH:14][cH:15][c:16]([CH2:17][n:18]3[n:19][c:20]([O:30][CH2:31][CH3:32])[c:21]([CH2:23][CH2:24][C:25](=[O:26])[OH:27])[cH:22]3)[cH:33][cH:34]1)[n:10]2. The product is CCOc1nn(Cc2ccc(OCc3cn4c(Cl)cccc4n3)cc2)cc1CCC(=O)O. The reactants are CCO, CCOC(=O)CCc1cn(Cc2ccc(OCc3cn4c(Cl)cccc4n3)cc2)nc1OCC, Cl, [Na+], C1CCOC1, [OH-]. The product is C(C)(C)(C)OC(NC1=C(C=C(C=C1)C1=CC=C(C=C1)F)NC(CC(=O)C=1N=C(SC1)N1C=NC=C1)=O)=O ({4′-Fluoro-3-[3-(2-imidazol-1-yl-thiazol-4-yl)-3-oxo-propionylamino]-biphenyl-4-yl}-carbamic acid tert.-butyl ester). Reactants: C(C)(C)(C)OC(NC1=C(C=C(C=C1)C1=CC=C(C=C1)F)N)=O ((3-amino-4′-fluoro-biphenyl-4-yl)-carbamic acid tert.-butyl ester), C(C)(C)(C)OC(CC(=O)C=1N=C(SC1)N1C=NC=C1)=O (3-(2-Imidazol-1-yl-thiazol-4-yl)-3-oxo-propionic acid tert.-butyl ester). The yield is 62.1%. RXN SMILES: [C:1]([O:5][C:6](=[O:22])[NH:7][C:8]1[CH:13]=[CH:12][C:11]([C:14]2[CH:19]=[CH:18][C:17]([F:20])=[CH:16][CH:15]=2)=[CH:10][C:9]=1[NH2:21])([CH3:4])([CH3:3])[CH3:2].C([O:27][C:28](=O)[CH2:29][C:30]([C:32]1[N:33]=[C:34]([N:37]2[CH:41]=[CH:40][N:39]=[CH:38]2)[S:35][CH:36]=1)=[O:31])(C)(C)C>>[C:1]([O:5][C:6](=[O:22])[NH:7][C:8]1[CH:13]=[CH:12][C:11]([C:14]2[CH:15]=[CH:16][C:17]([F:20])=[CH:18][CH:19]=2)=[CH:10][C:9]=1[NH:21][C:28](=[O:27])[CH2:29][C:30]([C:32]1[N:33]=[C:34]([N:37]2[CH:41]=[CH:40][N:39]=[CH:38]2)[S:35][CH:36]=1)=[O:31])([CH3:4])([CH3:2])[CH3:3]. Reported procedure: Prepared from (3-amino-4′-fluoro-biphenyl-4-yl)-carbamic acid tert.-butyl ester (Example G39) (151 mg, 0.5 mmol) and 3-(2-imidazol-1-yl-thiazol-4-yl)-3-oxo-propionic acid tert.-butyl ester (Example H19) (235 mg, 0.8 mmol) according to the general procedure K. Obtained as an orange oil (162 mg).